The task is: describe an organic reaction: reactants, conditions, products, and yield. This data is from the Open Reaction Database (ORD), a public repository of structured organic reaction records. The reactants are BrC1C(C2=C(N(C3=C1C=CC=C3)C(=O)N)C=CC=C2)Br (10,11-dibromo-10,11-dihydro-5H-dibenz[b,f]azepine-5-carboxamide), O (water), ( a ), N12CCCN=C2CCC1 (1,5-diazabicyclo[4.3.0]non-5-ene). The solvent is CN(C=O)C (dimethyl formamide), C(C)(=O)OCC (ethyl acetate). Reaction conditions: time 2 hour. The product is BrC1=CC2=C(N(C3=C1C=CC=C3)C(=O)N)C=CC=C2 (10-bromo-5-H-dibenz[b,f]azepine-5-carboxamide). RXN SMILES: [Br:1][CH:2]1[C:8]2[CH:9]=[CH:10][CH:11]=[CH:12][C:7]=2[N:6]([C:13]([NH2:15])=[O:14])[C:5]2[CH:16]=[CH:17][CH:18]=[CH:19][C:4]=2[CH:3]1Br.N12CCCC1=NCCC2.O>CN(C)C=O.C(OCC)(=O)C>[Br:1][C:2]1[C:8]2[CH:9]=[CH:10][CH:11]=[CH:12][C:7]=2[N:6]([C:13]([NH2:15])=[O:14])[C:5]2[CH:16]=[CH:17][CH:18]=[CH:19][C:4]=2[CH:3]=1. Procedure: With cooling at 5°-10° C, 12 g (app. 0.03 mole) of the crude 10,11-dibromo-10,11-dihydro-5H-dibenz[b,f]azepine-5-carboxamide obtained according to (a) are suspended in 35 ml of dimethyl formamide. With stirring, 10 g (app. 0.08 mole) of 1,5-diazabicyclo[4.3.0]non-5-ene are added dropwise at 5°-10° C. Stirring is continued for 2 hours at 25° C and a new precipitate forms. The reaction mixture is then heated for 10 minutes to 90°-100° C and, after it has cooled, poured onto a mixture of water and ... Reactants: C(CCC)OC1=NC(=C2N=C(N(C2=N1)CC1CCNCC1)OC)N (2-(butyloxy)-8-(methyloxy)-9-(4-piperidinylmethyl)-9H-purin-6-amine), IC(C)C (2-iodopropane). Product: NC1=C2NC(N(C2=NC(=N1)OCCCC)CC1CCN(CC1)C(C)C)=O (6-Amino-2-(butyloxy)-9-{[1-(1-methylethyl)-4-piperidinyl]methyl}-7,9-dihydro-8H-purin-8-one). As a reaction SMILES: [CH2:1]([O:5][C:6]1[N:14]=[C:13]2[C:9]([N:10]=[C:11]([O:22]C)[N:12]2[CH2:15][CH:16]2[CH2:21][CH2:20][NH:19][CH2:18][CH2:17]2)=[C:8]([NH2:24])[N:7]=1)[CH2:2][CH2:3][CH3:4].I[CH:26]([CH3:28])[CH3:27]>>[NH2:24][C:8]1[N:7]=[C:6]([O:5][CH2:1][CH2:2][CH2:3][CH3:4])[N:14]=[C:13]2[C:9]=1[NH:10][C:11](=[O:22])[N:12]2[CH2:15][CH:16]1[CH2:21][CH2:20][N:19]([CH:26]([CH3:28])[CH3:27])[CH2:18][CH2:17]1. Reported procedure: Prepared similarly to Example 24 from 2-(butyloxy)-8-(methyloxy)-9-(4-piperidinylmethyl)-9H-purin-6-amine and 2-iodopropane. The reactants are COC=1C=CC2=C(NC(=N2)C(=O)O)C1 (6-methoxy-1H-benzoimidazole-2-carboxylic acid). Run in Br (hydrobromic acid). Reaction conditions: temperature 110 celsius, time 8 hour. Product: OC=1C=CC2=C(NC(=N2)C(=O)O)C1 (6-Hydroxy-1H-benzoimidazole-2-carboxylic acid). Yield: 76.4%. RXN SMILES: C[O:2][C:3]1[CH:4]=[CH:5][C:6]2[N:10]=[C:9]([C:11]([OH:13])=[O:12])[NH:8][C:7]=2[CH:14]=1>Br>[OH:2][C:3]1[CH:4]=[CH:5][C:6]2[N:10]=[C:9]([C:11]([OH:13])=[O:12])[NH:8][C:7]=2[CH:14]=1. Procedure: A mixture of 26.0 g (105 mmol) of 6-methoxy-1H-benzoimidazole-2-carboxylic acid butilamide and 780 ml of 48% aqueus hydrobromic acid is stirred at 110° C. for 8 h, then refluxed for 12 h. The mixture is cooled to room temperature, the precipitated product is filtered off, washed with water until pH neutral and dried to yield 14.3 g (76.2%) of the title compound. Mp.: 206-207° C. (water). Starting materials: O (water), C([O-])([O-])=O.[K+].[K+] (potassium carbonate), ICCCCCC (1-iodohexane), BrC1=CC=C(C=C1)S (4-bromobenzenethiol). The solvent is CN(C)C=O (DMF). Conditions: time 2 hour. Product: BrC1=CC=C(C=C1)SCCCCCC (1-bromo-4-(hexylthio)benzene). Reaction SMILES: [Br:1][C:2]1[CH:7]=[CH:6][C:5]([SH:8])=[CH:4][CH:3]=1.C(=O)([O-])[O-].[K+].[K+].I[CH2:16][CH2:17][CH2:18][CH2:19][CH2:20][CH3:21].O>CN(C=O)C>[Br:1][C:2]1[CH:7]=[CH:6][C:5]([S:8][CH2:16][CH2:17][CH2:18][CH2:19][CH2:20][CH3:21])=[CH:4][CH:3]=1 |f:1.2.3|. Procedure: In DMF (100 ml) was dissolved 4-bromobenzenethiol (10.1 g), and to the solution was added at room temperature potassium carbonate (9.6 g). To the mixture was added dropwise 1-iodohexane (9.5 ml), and the mixture was stirred for 2 hours. The reaction mixture was added to water, and the mixture was extracted with ethyl acetate, washed with saturated brine and dried with magnesium sulfate. Under reduced pressure, the solvent was evaporated, and the residue was purified with silica gel column chroma... The reactants are OC1CCNCC1 (4-Hydroxypiperidine), ClC1=C(C=C(C(=C1)Cl)OC)NC1=C2C(=NC=C1C#N)C=C(S2)C2=CC=C(C=C2)C=O (7-[(2,4-dichloro-5-methoxyphenyl)amino]-2-(4-formylphenyl)thieno[3,2-b]pyridine-6-carbonitrile), C(C)(=O)O[BH-](OC(C)=O)OC(C)=O.[Na+] (sodium triacetoxyborohydride). Reagents/catalysts: C(C)(=O)O (acetic acid). Run in ClCCl (dichloromethane), CN(C=O)C (N,N-dimethylformamide). Conditions: temperature 0 celsius, time 4 hour. The product is ClC1=C(C=C(C(=C1)Cl)OC)NC1=C2C(=NC=C1C#N)C=C(S2)C2=CC=C(C=C2)CN2CCC(CC2)O (7-[(2,4-dichloro-5-methoxyphenyl)amino]-2-{4-[(4-hydroxypiperidin-1-yl)methyl]phenyl}thieno[3,2-b]pyridine-6-carbonitrile). The yield is 50.5%. RXN SMILES: [OH:1][CH:2]1[CH2:7][CH2:6][NH:5][CH2:4][CH2:3]1.[Cl:8][C:9]1[CH:14]=[C:13]([Cl:15])[C:12]([O:16][CH3:17])=[CH:11][C:10]=1[NH:18][C:19]1[C:24]([C:25]#[N:26])=[CH:23][N:22]=[C:21]2[CH:27]=[C:28]([C:30]3[CH:35]=[CH:34][C:33]([CH:36]=O)=[CH:32][CH:31]=3)[S:29][C:20]=12.C(O[BH-](OC(=O)C)OC(=O)C)(=O)C.[Na+]>ClCCl.CN(C)C=O.C(O)(=O)C>[Cl:8][C:9]1[CH:14]=[C:13]([Cl:15])[C:12]([O:16][CH3:17])=[CH:11][C:10]=1[NH:18][C:19]1[C:24]([C:25]#[N:26])=[CH:23][N:22]=[C:21]2[CH:27]=[C:28]([C:30]3[CH:35]=[CH:34][C:33]([CH2:36][N:5]4[CH2:6][CH2:7][CH:2]([OH:1])[CH2:3][CH2:4]4)=[CH:32][CH:31]=3)[S:29][C:20]=12 |f:2.3|. Procedure: 4-Hydroxypiperidine (100 mg, 0.99 mmol) is added to a suspension of 7-[(2,4-dichloro-5-methoxyphenyl)amino]-2-(4-formylphenyl)thieno[3,2-b]pyridine-6-carbonitrile (165 mg, 0.36 mmol) in 5 mL of dichloromethane and 2 mL of N,N-dimethylformamide. The reaction mixture is cooled to 0° C. and sodium triacetoxyborohydride (0.55 g, 2.60 mmol) is added. After stirring at 0° C. for 4 hours, 3 drops of acetic acid are added and the reaction mixture is allowed to warm to room temperature and stirred for 1.... The reactants are CCCCCC (n-hexane), [I-].[Na+] (sodium iodide), O1OOCCC1 (trioxane), C(C(C)(C)C)(=O)Cl (pivaloyl chloride), C(C)#N (acetonitrile). Solvent: O (water). Product: C(C(C)(C)C)(=O)OCI (pivaloyloxymethyl iodide). The yield is 66.0%. RXN SMILES: [I-:1].[Na+].[O:3]1[CH2:8]CCOO1.[C:9](Cl)(=[O:14])C(C)(C)C.CCC[CH2:19][CH2:20][CH3:21].[C:22](#N)C>O>[C:9]([O:3][CH2:8][I:1])(=[O:14])[C:20]([CH3:19])([CH3:21])[CH3:22] |f:0.1|. Reported procedure: To a mixture of 4.5 g of sodium iodide and 1.0 g of trioxane in 30 ml of acetonitrile, 3.6 g of pivaloyl chloride is added dropwise while stirring under ice-cooling. The mixture is stirred for 60 minutes at 60° C. Fifty ml of n-hexane and 50 ml of water are added to the reaction mixture and the aqueous layer is discarded. The organic layer is washed with water once and dried over magnesium sulfate. Evaporation of the solvent gives 4.8 g of the titled compound as an oil. Yield: 66%.